From a dataset of the Open Reaction Database (ORD), a public repository of structured organic reaction records. describe an organic reaction: reactants, conditions, products, and yield Reactants: S1C(=CC2=C1C=CC=C2)B(O)O (benzothiophene-2-boronic acid), C([O-])([O-])=O.[Na+].[Na+] (sodium carbonate), C(C1=CC=CC=C1)N1CC2C(=CCC(C2(C1)C(=O)OC)C1=CC=CC=C1)I (methyl (3aRS,4SR,7aRS)-2-benzyl-7-iodo-4-phenyl-1,2,3,4,5,7a-hexahydroisoindole-3a-carboxylate). The reagents and catalysts are C=1C=CC(=CC1)[P](C=2C=CC=CC2)(C=3C=CC=CC3)[Pd]([P](C=4C=CC=CC4)(C=5C=CC=CC5)C=6C=CC=CC6)([P](C=7C=CC=CC7)(C=8C=CC=CC8)C=9C=CC=CC9)[P](C=1C=CC=CC1)(C=1C=CC=CC1)C=1C=CC=CC1 (tetrakis(triphenylphosphine)palladium). Solvent: CO (methanol), COCCOC (1,2-dimethoxyethane). Yields the product C(C1=CC=CC=C1)N1CC2C(=CCC(C2(C1)C(=O)OC)C1=CC=CC=C1)C=1SC2=C(C1)C=CC=C2 (methyl (3aRS,4SR,7aRS)-2-benzyl-4-phenyl-7-(2-benzothienyl)-1,2,3,4,5,7a-hexahydroisoindole-3a-carboxylate). RXN SMILES: [S:1]1[C:5]2[CH:6]=[CH:7][CH:8]=[CH:9][C:4]=2[CH:3]=[C:2]1B(O)O.C(=O)([O-])[O-].[Na+].[Na+].[CH2:19]([N:26]1[CH2:34][C:33]2([C:35]([O:37][CH3:38])=[O:36])[CH:28]([C:29](I)=[CH:30][CH2:31][CH:32]2[C:39]2[CH:44]=[CH:43][CH:42]=[CH:41][CH:40]=2)[CH2:27]1)[C:20]1[CH:25]=[CH:24][CH:23]=[CH:22][CH:21]=1>CO.COCCOC.C1C=CC([P]([Pd]([P](C2C=CC=CC=2)(C2C=CC=CC=2)C2C=CC=CC=2)([P](C2C=CC=CC=2)(C2C=CC=CC=2)C2C=CC=CC=2)[P](C2C=CC=CC=2)(C2C=CC=CC=2)C2C=CC=CC=2)(C2C=CC=CC=2)C2C=CC=CC=2)=CC=1>[CH2:19]([N:26]1[CH2:34][C:33]2([C:35]([O:37][CH3:38])=[O:36])[CH:28]([C:29]([C:2]3[S:1][C:5]4[CH:6]=[CH:7][CH:8]=[CH:9][C:4]=4[CH:3]=3)=[CH:30][CH2:31][CH:32]2[C:39]2[CH:40]=[CH:41][CH:42]=[CH:43][CH:44]=2)[CH2:27]1)[C:20]1[CH:21]=[CH:22][CH:23]=[CH:24][CH:25]=1 |f:1.2.3,^1:57,59,78,97|. Procedure: A solution of 9.3 g (17.3 mmol) of benzothiophene-2-boronic acid trimeric anhydride in 100 cm3 of methanol and 400 cm3 of a 2N aqueous sodium carbonate solution are successively added to a solution of 22.36 g (47 mmol) of the levorotatory enantiomer of methyl (3aRS,4SR,7aRS)-2-benzyl-7-iodo-4-phenyl-1,2,3,4,5,7a-hexahydroisoindole-3a-carboxylate and of 6.03 g (5.2 mmol) of tetrakis(triphenylphosphine)palladium in 250 cm3 of 1,2-dimethoxyethane, the reaction mixture is then brought to reflux for ...